This data is from the Open Reaction Database (ORD), a public repository of structured organic reaction records. The task is: describe an organic reaction: reactants, conditions, products, and yield Starting materials: C[Si](C(F)(F)F)(C)C (trimethyl(trifluoromethyl)silane), C(C)(=O)O (acetic acid), ClC1=CC(=CC=2C(C3=CC=CC=C3C12)=O)OCCCC(=O)OCC (ethyl 4-(4-chloro-9-oxo-9H-fluorene-2-yloxy)butyrate), N-(4-tert-butylbenzyl)cinchonidium 4-methoxyphenoxide, [F-].C(CCC)[N+](CCCC)(CCCC)CCCC.C1CCOC1 (tetrabutylammonium fluoride THF). Solvent: C1CCOC1 (THF), C1CCOC1 (THF). Conditions: time 15 minute. The product is ClC1=CC(=CC=2[C@](C3=CC=CC=C3C12)(C(F)(F)F)O)OCCCC(=O)OCC (Ethyl 4-[(9R)-4-chloro-9-hydroxy-9-(trifluoromethyl)-9H-fluoren-2-yloxy]butyrate). As a reaction SMILES: [Cl:1][C:2]1[C:14]2[C:13]3[C:8](=[CH:9][CH:10]=[CH:11][CH:12]=3)[C:7](=[O:15])[C:6]=2[CH:5]=[C:4]([O:16][CH2:17][CH2:18][CH2:19][C:20]([O:22][CH2:23][CH3:24])=[O:21])[CH:3]=1.C[Si](C)(C)[C:27]([F:30])([F:29])[F:28].C(O)(=O)C.[F-].C([N+](CCCC)(CCCC)CCCC)CCC.C1COCC1>C1COCC1>[Cl:1][C:2]1[C:14]2[C:13]3[C:8](=[CH:9][CH:10]=[CH:11][CH:12]=3)[C@:7]([OH:15])([C:27]([F:30])([F:29])[F:28])[C:6]=2[CH:5]=[C:4]([O:16][CH2:17][CH2:18][CH2:19][C:20]([O:22][CH2:23][CH3:24])=[O:21])[CH:3]=1 |f:3.4.5|. Reported procedure: Under an argon atmosphere, ethyl 4-(4-chloro-9-oxo-9H-fluorene-2-yloxy)butyrate (69.4 g) was dissolved in THF (700 ml), and N-(4-tert-butylbenzyl)cinchonidium 4-methoxyphenoxide (6.4 g) was added. To the reaction mixture was added dropwise a solution of trimethyl(trifluoromethyl)silane (52.0 ml) in THF (140 ml) at −16° C., and the mixture was stirred at the same temperature for 15 min. To the reaction mixture were successively added acetic acid (23.0 ml) and 1M tetrabutylammonium fluoride/THF so... The reactants are FC1=CC=C(C=C1)N1CC=CC1 (1-(4-fluorophenyl)-2,5-dihydro-1H-pyrrole), S(=S)(=O)([O-])[O-].[Na+].[Na+] (sodium thiosulfate), C(O)([O-])=O.[K+] (potassium hydrogen carbonate), OO (hydrogen peroxide). Solvent: CO (methanol), C(C)(=O)OCC (Ethyl acetate), C(C)#N (acetonitrile). Conditions: time 10 hour. The product is FC1=CC=C(C=C1)N1CC2OC2C1 (3-(4-fluorophenyl)-6-oxa-3-azabicyclo[3.1.0]hexane). Isolated yield 22.8%. RXN SMILES: [F:1][C:2]1[CH:7]=[CH:6][C:5]([N:8]2[CH2:12][CH:11]=[CH:10][CH2:9]2)=[CH:4][CH:3]=1.C(=O)([O-])[OH:14].[K+].OO.S([O-])([O-])(=O)=S.[Na+].[Na+]>C(OCC)(=O)C.C(#N)C.CO>[F:1][C:2]1[CH:3]=[CH:4][C:5]([N:8]2[CH2:12][CH:11]3[CH:10]([O:14]3)[CH2:9]2)=[CH:6][CH:7]=1 |f:1.2,4.5.6|. Procedure details: To a methanol (5 mL) solution of 1-(4-fluorophenyl)-2,5-dihydro-1H-pyrrole (300 mg) synthesized according to the method described in The Journal of Organic Chemistry vol. 25, p. 2230, 1960, acetonitrile (0.8 mL), potassium hydrogen carbonate (221 mg) and 20% hydrogen peroxide (0.8 mL) were added one by one, and the reaction solution was agitated at room temperature for 10 hours. Ethyl acetate and saturated sodium thiosulfate solution were added to the reaction solution, and the organic layer was... Starting materials: N#Cc1ccc(OCCCC2CCN(C(=O)[O-])CC2)cc1, ClC(Cl)Cl, O, O=C(O)C(F)(F)F. The product is N#Cc1ccc(OCCCC2CCNCC2)cc1. As a reaction SMILES: [C:5](#[N:6])[c:7]1[cH:8][cH:9][c:10]([O:11][CH2:12][CH2:13][CH2:14][CH:15]2[CH2:16][CH2:17][N:18]([C:21]([O-:22])=[O:23])[CH2:19][CH2:20]2)[cH:24][cH:25]1.[CH:1]([Cl:2])([Cl:3])[Cl:4].[OH2:33].[OH:26][C:27]([C:28]([F:29])([F:30])[F:31])=[O:32]>>[C:5](#[N:6])[c:7]1[cH:8][cH:9][c:10]([O:11][CH2:12][CH2:13][CH2:14][CH:15]2[CH2:16][CH2:17][NH:18][CH2:19][CH2:20]2)[cH:24][cH:25]1. Starting materials: N(=NC(=O)N1CCCCC1)C(=O)N1CCCCC1 (1,1′-(Azodicarbonyl)dipiperidine), [Si](C1=CC=CC=C1)(C1=CC=CC=C1)(C(C)(C)C)OCC[C@H](CO)C ((2R)-4-{[tert-butyl(diphenyl)silyl]oxy}-2-methylbutan-1-ol), N(C(=O)OC(C)(C)C)C(=O)OC(C)(C)C (di-tert-butyl iminodicarboxylate), C(CCC)P(CCCC)CCCC (tributylphosphine). Run in C1(=CC=CC=C1)C (toluene), CCCCCC (hexane). Run at temperature 0 celsius. The product is [Si](C1=CC=CC=C1)(C1=CC=CC=C1)(C(C)(C)C)OCC[C@H](CN(C(=O)OC(C)(C)C)C(=O)OC(C)(C)C)C (di-tert-Butyl [(2R)-4-{[tert-butyl(diphenyl)silyl]oxy}-2-methylbutyl]imidodicarbonate). Isolated yield 56.8%. RXN SMILES: N(C(N1CCCCC1)=O)=NC(N1CCCCC1)=O.[Si:19]([O:36][CH2:37][CH2:38][C@@H:39]([CH3:42])[CH2:40]O)([C:32]([CH3:35])([CH3:34])[CH3:33])([C:26]1[CH:31]=[CH:30][CH:29]=[CH:28][CH:27]=1)[C:20]1[CH:25]=[CH:24][CH:23]=[CH:22][CH:21]=1.[NH:43]([C:51]([O:53][C:54]([CH3:57])([CH3:56])[CH3:55])=[O:52])[C:44]([O:46][C:47]([CH3:50])([CH3:49])[CH3:48])=[O:45].C(P(CCCC)CCCC)CCC>C1(C)C=CC=CC=1.CCCCCC>[Si:19]([O:36][CH2:37][CH2:38][C@@H:39]([CH3:42])[CH2:40][N:43]([C:44]([O:46][C:47]([CH3:48])([CH3:49])[CH3:50])=[O:45])[C:51]([O:53][C:54]([CH3:57])([CH3:56])[CH3:55])=[O:52])([C:32]([CH3:33])([CH3:34])[CH3:35])([C:26]1[CH:27]=[CH:28][CH:29]=[CH:30][CH:31]=1)[C:20]1[CH:25]=[CH:24][CH:23]=[CH:22][CH:21]=1. Procedure: 1,1′-(Azodicarbonyl)dipiperidine (6.33 g) was added to a solution of (2R)-4-{[tert-butyl(diphenyl)silyl]oxy}-2-methylbutan-1-ol (Synthesis, 2002, p. 1993) (4.30 g), di-tert-butyl iminodicarboxylate (5.45 g), and tributylphosphine (4.65 mL) in toluene (130 mL) with stirring at 0° C. The mixture was heated to room temperature and stirred overnight. Then, the reaction solution was diluted with hexane, and insoluble matter was filtered off through celite. The filtrate was concentrated under reduced ...